This data is from the Open Reaction Database (ORD), a public repository of structured organic reaction records. The task is: describe an organic reaction: reactants, conditions, products, and yield The reactants are C(=O)(OC)C1C(CCC(C1)(C#N)C1=CC(=C(C=C1)OC)OC)=O (2-carbomethoxy-4-(3,4-dimethoxyphenyl)-4-cyanocyclohexanone), C(=O)(OC)C1C(CCC(C1)(C#N)C1=CC=C(C=C1)Cl)=O (2-carbomethoxy-4-(p-chlorophenyl)-4-cyanocyclohexanone), S(O)(O)(=O)=O (sulfuric acid). The solvent is C(C)(=O)O (acetic acid). Product: C(#N)C1(CCC(CC1)=O)C1=CC(=C(C=C1)OC)OC (4-cyano-4-(3,4-dimethoxyphenyl)cyclohexanone). The yield is 67.0%. As a reaction SMILES: C([CH:5]1[CH2:10][C:9]([C:13]2[CH:18]=[CH:17][C:16]([O:19][CH3:20])=[C:15]([O:21][CH3:22])[CH:14]=2)([C:11]#[N:12])[CH2:8][CH2:7][C:6]1=[O:23])(OC)=O.C(C1CC(C2C=CC(Cl)=CC=2)(C#N)CCC1=O)(OC)=O.S(=O)(=O)(O)O>C(O)(=O)C>[C:11]([C:9]1([C:13]2[CH:18]=[CH:17][C:16]([O:19][CH3:20])=[C:15]([O:21][CH3:22])[CH:14]=2)[CH2:10][CH2:5][C:6](=[O:23])[CH2:7][CH2:8]1)#[N:12]. Reported procedure: Following the same procedure described in Example 1, Part C, but substituting 29.0 gm. (0.0915 mole) of 2-carbomethoxy-4-(3,4-dimethoxyphenyl)-4-cyanocyclohexanone (prepared in Part B, above) for the 29.8 gm. of 2-carbomethoxy-4-(p-chlorophenyl)-4-cyanocyclohexanone, using 600 ml. acetic acid and 300 ml. 10 percent aqueous sulfuric acid instead of the 660 ml. and 330 ml., respectively, heating on the steam bath for 48 hours instead of 24 hours, and recrystallizing from a mixture of ethyl acetate... The reactants are CCOc1ccc(C=O)cc1, CCOCC, Cc1ccccc1, CC(C=O)=P(c1ccccc1)(c1ccccc1)c1ccccc1. RXN SMILES: [CH2:1]([CH3:2])[O:3][c:4]1[cH:5][cH:6][c:7]([CH:8]=[O:9])[cH:10][cH:11]1.[CH3:35][CH2:36][O:37][CH2:38][CH3:39].[CH3:40][c:41]1[cH:42][cH:43][cH:44][cH:45][cH:46]1.[CH:12](=[O:13])[C:14]([CH3:15])=[P:16]([c:17]1[cH:18][cH:19][cH:20][cH:21][cH:22]1)([c:23]1[cH:24][cH:25][cH:26][cH:27][cH:28]1)[c:29]1[cH:30][cH:31][cH:32][cH:33][cH:34]1>>[CH2:1]([CH3:2])[O:3][c:4]1[cH:5][cH:6][c:7]([CH:8]=[C:14]([CH:12]=[O:13])[CH3:15])[cH:10][cH:11]1. The product is CCOc1ccc(C=C(C)C=O)cc1. Reactants: monomer, CS(=O)(=O)OCC1=CC(=CC(=C1)CSCC(C)(SSC)C)COS(=O)(=O)C ((5-((2-methyl-2-(methyldisulfanyl)propylthio)methyl)-1,3-phenylene)bis(methylene) dimethanesulfonate), C([O-])([O-])=O.[K+].[K+] (Potassium carbonate). The solvent is CN(C=O)C (N,N-dimethylformamide). Reaction conditions: time 20 hour. Product: CC(CSCC=1C=C(C=C(C1)CO)CO)(C)SSC ((5-((2-methyl-2-(methyldisulfanyl)propylthio)methyl)-1,3-phenylene)dimethanol). The yield is 57.5%. As a reaction SMILES: CS([O:5][CH2:6][C:7]1[CH:12]=[C:11]([CH2:13][S:14][CH2:15][C:16]([CH3:21])([S:18][S:19][CH3:20])[CH3:17])[CH:10]=[C:9]([CH2:22][O:23]S(C)(=O)=O)[CH:8]=1)(=O)=O.C(=O)([O-])[O-].[K+].[K+]>CN(C)C=O>[CH3:21][C:16]([S:18][S:19][CH3:20])([CH3:17])[CH2:15][S:14][CH2:13][C:11]1[CH:10]=[C:9]([CH2:22][OH:23])[CH:8]=[C:7]([CH2:6][OH:5])[CH:12]=1 |f:1.2.3|. Procedure details: IBD monomer (177 mg, 0.602 mmol) in anhydrous N,N-dimethylformamide (1.75 mL) was added to (5-((2-methyl-2-(methyldisulfanyl)propylthio)methyl)-1,3-phenylene)bis(methylene) dimethanesulfonate (119 mg, 0.251 mmol) at ambient temperature. Potassium carbonate (173 mg, 1.253 mmol) was added and the reaction was allowed to stir at ambient temperature for 20 hours. The reaction mixture was quenched with water and extracted with dichloromethane. The extracts were washed with brine and then dried with a... Starting materials: CC(=O)[O-], CO, N#CBr, NC(CO)c1ccc(Br)c(F)c1, [Na+]. Product: NC1=NC(c2ccc(Br)c(F)c2)CO1. Reaction SMILES: [CH3:14][C:15](=[O:16])[O-:17].[CH3:21][OH:22].[N:18]#[C:19][Br:20].[NH2:1][CH:2]([CH2:3][OH:4])[c:5]1[cH:6][c:7]([F:12])[c:8]([Br:11])[cH:9][cH:10]1.[Na+:13]>>[N:1]1=[C:19]([NH2:18])[O:4][CH2:3][CH:2]1[c:5]1[cH:6][c:7]([F:12])[c:8]([Br:11])[cH:9][cH:10]1. Starting materials: step-ii, FC=1C=C(CN2N=CC(=C2)B2OC(C(O2)(C)C)(C)C)C=CC1 (1-(3-fluorobenzyl)-4-(4,4,5,5-tetramethyl-1,3,2-dioxaborolan-2-yl)-1H-pyrazole), FC=1C=C(CN2N=CC(=C2)B2OC(C(O2)(C)C)(C)C)C=CC1 (1-(3-fluorobenzyl)-4-(4,4,5,5-tetramethyl-1,3,2-dioxaborolan-2-yl)-1H-pyrazole), IC1=CN(C2=NC=C(C=C21)C=2C=C(C(=NC2)N2CCN(CC2)C(=O)OC(C)(C)C)OC)S(=O)(=O)C2=CC=C(C)C=C2 (tert-butyl 4-(5-(3-iodo-1-tosyl-1H-pyrrolo[2,3-b]pyridin-5-yl)-3-methoxypyridin-2-yl)piperazine-1-carboxylate), IC1=CN(C2=NC=C(C=C21)C=2C=C(C(=NC2)N2CCN(CC2)C(=O)OC(C)(C)C)OC)S(=O)(=O)C2=CC=C(C)C=C2 (tert-butyl 4-(5-(3-iodo-1-tosyl-1H-pyrrolo[2,3-b]pyridin-5-yl)-3-methoxypyridin-2-yl)piperazine-1-carboxylate), C([O-])([O-])=O.[Na+].[Na+] (sodium carbonate). The reagents and catalysts are C1=CC=C(C=C1)P([C-]2C=CC=C2)C3=CC=CC=C3.C1=CC=C(C=C1)P([C-]2C=CC=C2)C3=CC=CC=C3.Cl[Pd]Cl.[Fe+2] (Pd(dppf)Cl2). The solvent is C1(=CC=CC=C1)C.C(C)O.O (toluene ethanol water). Product: FC=1C=C(CN2N=CC(=C2)C2=CN(C3=NC=C(C=C32)C=3C=C(C(=NC3)N3CCN(CC3)C(=O)OC(C)(C)C)OC)S(=O)(=O)C3=CC=C(C)C=C3)C=CC1 (tert-butyl 4-(5-(3-(1-(3-fluorobenzyl)-1H-pyrazol-4-yl)-1-tosyl-1H-pyrrolo[2,3-b]pyridin-5-yl)-3-methoxypyridin-2-yl)piperazine-1-carboxylate). The yield is 69.9%. As a reaction SMILES: I[C:2]1[C:10]2[C:5](=[N:6][CH:7]=[C:8]([C:11]3[CH:12]=[C:13]([O:30][CH3:31])[C:14]([N:17]4[CH2:22][CH2:21][N:20]([C:23]([O:25][C:26]([CH3:29])([CH3:28])[CH3:27])=[O:24])[CH2:19][CH2:18]4)=[N:15][CH:16]=3)[CH:9]=2)[N:4]([S:32]([C:35]2[CH:41]=[CH:40][C:38]([CH3:39])=[CH:37][CH:36]=2)(=[O:34])=[O:33])[CH:3]=1.[F:42][C:43]1[CH:44]=[C:45]([CH:61]=[CH:62][CH:63]=1)[CH2:46][N:47]1[CH:51]=[C:50](B2OC(C)(C)C(C)(C)O2)[CH:49]=[N:48]1.C(=O)([O-])[O-].[Na+].[Na+]>C1(C)C=CC=CC=1.C(O)C.O.C1C=CC(P(C2C=CC=CC=2)[C-]2C=CC=C2)=CC=1.C1C=CC(P(C2C=CC=CC=2)[C-]2C=CC=C2)=CC=1.Cl[Pd]Cl.[Fe+2]>[F:42][C:43]1[CH:44]=[C:45]([CH:61]=[CH:62][CH:63]=1)[CH2:46][N:47]1[CH:51]=[C:50]([C:2]2[C:10]3[C:5](=[N:6][CH:7]=[C:8]([C:11]4[CH:12]=[C:13]([O:30][CH3:31])[C:14]([N:17]5[CH2:22][CH2:21][N:20]([C:23]([O:25][C:26]([CH3:29])([CH3:28])[CH3:27])=[O:24])[CH2:19][CH2:18]5)=[N:15][CH:16]=4)[CH:9]=3)[N:4]([S:32]([C:35]3[CH:41]=[CH:40][C:38]([CH3:39])=[CH:37][CH:36]=3)(=[O:34])=[O:33])[CH:3]=2)[CH:49]=[N:48]1 |f:2.3.4,5.6.7,8.9.10.11|. Reported procedure: Using similar reaction conditions as described in step-ii of example-1, tert-butyl 4-(5-(3-iodo-1-tosyl-1H-pyrrolo[2,3-b]pyridin-5-yl)-3-methoxypyridin-2-yl)piperazine-1-carboxylate (Intermediate 66S) (175 mg, 0.254 mmol) was coupled with 1-(3-fluorobenzyl)-4-(4,4,5,5-tetramethyl-1,3,2-dioxaborolan-2-yl)-1H-pyrazole (intermediate 11) (115 mg, 0.380 mmol) using sodium carbonate (81 mg, 0.764 mmol) and Pd(dppf)Cl2 (9.4 mg, 0.012 mmol) in toluene/ethanol/water (20/10/4 mL) to afford 131 mg (70% yie... Reactants: C(C)OC(NN1C=CC=C1)=O (N-(1H-pyrrol-1-yl) carbamic acid ethyl ester), CC(C)([O-])C.[K+] (potassium t-butoxide), C(C)OC(NN1C=CC=C1)=O (N-(1H-pyrrol-1-yl) carbamic acid ethyl ester), ice water, C(C1=CC=CC=C1)Br (benzyl bromide), C(C)OC(N(N1C=CC=C1)CC1=CC=CC=C1)=O (N-benzyl-N-(1H-pyrrol-1-yl) carbamic acid ethyl ester), [OH-].[Na+] (NaOH), ClC(=O)OCC (ethyl chloroformate), N1(C=CC=C1)N (1H-pyrrol-1-amine), C(=O)(O)[O-].[Na+] (NaHCO3). Solvent: O1CCCC1 (tetrahydrofuran), O (water), C(CO)O (ethylene glycol), O (water), ClCCl (dichloromethane). Run at temperature 0 celsius, time 1 hour. Yields the product C(C1=CC=CC=C1)NN1C=CC=C1 (N-benzyl-1H-pyrrol-1-amine). Isolated yield 74.1%. RXN SMILES: N1(N)C=CC=C1.C([O-])(O)=O.[Na+].ClC(OCC)=O.C(OC(=O)NN1C=CC=C1)C.CC(C)([O-])C.[K+].C(Br)C1C=CC=CC=1.C(OC(=O)[N:47]([CH2:53][C:54]1[CH:59]=[CH:58][CH:57]=[CH:56][CH:55]=1)[N:48]1[CH:52]=[CH:51][CH:50]=[CH:49]1)C.[OH-].[Na+]>ClCCl.O1CCCC1.C(O)CO.O>[CH2:53]([NH:47][N:48]1[CH:52]=[CH:51][CH:50]=[CH:49]1)[C:54]1[CH:59]=[CH:58][CH:57]=[CH:56][CH:55]=1 |f:1.2,5.6,9.10|. Procedure details: To a mixture of 1H-pyrrol-1-amine (9.2 g, 0.112 mole) and NaHCO3 (15 g, 0.19 mole) in 50 ml dichloromethane (DCM) at 0° C., was added ethyl chloroformate (11.4 ml, 0.12 mole) in fifteen minutes. After stirring at 0° C. for one hour, then at ambient temperature for four hours, the mixture was filtered and the filtrate was washed with water, then dried (saturated NaCl solution, anhydrous MgSO4). After filtering, the solvent was evaporated to give a solid, 17 g (95%), m.p. 60°-61° C., of N-(1H-pyrr... Starting materials: Cc1ccccc1, CC(C)O, CCOc1ccc(C2=CCC(C3CCC4(CC3)OCCO4)CC2)c(F)c1Cl, [H][H]. The product is CCOc1ccc(C2CCC(C3CCC4(CC3)OCCO4)CC2)c(F)c1Cl. RXN SMILES: [CH3:30][c:31]1[cH:32][cH:33][cH:34][cH:35][cH:36]1.[CH:37]([OH:38])([CH3:39])[CH3:40].[Cl:1][c:2]1[c:3]([F:27])[c:4]([C:11]2=[CH:12][CH2:13][CH:14]([CH:17]3[CH2:18][CH2:19][C:20]4([O:21][CH2:22][CH2:23][O:24]4)[CH2:25][CH2:26]3)[CH2:15][CH2:16]2)[cH:5][cH:6][c:7]1[O:8][CH2:9][CH3:10].[H:28][H:29]>>[Cl:1][c:2]1[c:3]([F:27])[c:4]([CH:11]2[CH2:12][CH2:13][CH:14]([CH:17]3[CH2:18][CH2:19][C:20]4([O:21][CH2:22][CH2:23][O:24]4)[CH2:25][CH2:26]3)[CH2:15][CH2:16]2)[cH:5][cH:6][c:7]1[O:8][CH2:9][CH3:10].